From a dataset of the Open Reaction Database (ORD), a public repository of structured organic reaction records. describe an organic reaction: reactants, conditions, products, and yield The reactants are COc1ccccc1-c1cn(COCC[Si](C)(C)C)c2ncc(Br)c(N=[N+]=[N-])c12, C1CCOC1, O, c1ccc(P(c2ccccc2)c2ccccc2)cc1. Yields the product COc1ccccc1-c1cn(COCC[Si](C)(C)C)c2ncc(Br)c(N)c12. RXN SMILES: [N:1](=[N+:2]=[N-:3])[c:4]1[c:5]2[c:6]([n:7][cH:8][c:9]1[Br:10])[n:11]([CH2:22][O:23][CH2:24][CH2:25][Si:26]([CH3:27])([CH3:28])[CH3:29])[cH:12][c:13]2-[c:14]1[c:15]([O:20][CH3:21])[cH:16][cH:17][cH:18][cH:19]1.[O:50]1[CH2:51][CH2:52][CH2:53][CH2:54]1.[OH2:49].[c:30]1([P:31]([c:32]2[cH:33][cH:34][cH:35][cH:36][cH:37]2)[c:38]2[cH:39][cH:40][cH:41][cH:42][cH:43]2)[cH:44][cH:45][cH:46][cH:47][cH:48]1>>[NH2:1][c:4]1[c:5]2[c:6]([n:7][cH:8][c:9]1[Br:10])[n:11]([CH2:22][O:23][CH2:24][CH2:25][Si:26]([CH3:27])([CH3:28])[CH3:29])[cH:12][c:13]2-[c:14]1[c:15]([O:20][CH3:21])[cH:16][cH:17][cH:18][cH:19]1. Reactants: C(C)ON1C(CC(CC1(C)C)=O)(C)C (1-ethoxy-2,2,6,6-tetramethyl-piperidin-4-one), C[Si](C)(C)C#N (trimethylsilyl cyanide), C(C)#N (acetonitrile), II (iodine). Solvent: CCCCCC.C(C)(=O)OCC (hexane ethyl acetate). The product is C(C)ON1C(CC(CC1(C)C)(O[Si](C)(C)C)C#N)(C)C (1-Ethoxy-2,2,6,6-tetramethyl-4-cyano-4-trimethylsilyloxy-piperidine). Reaction SMILES: [CH2:1]([O:3][N:4]1[C:9]([CH3:11])([CH3:10])[CH2:8][C:7](=[O:12])[CH2:6][C:5]1([CH3:14])[CH3:13])[CH3:2].[CH3:15][Si:16](C#N)([CH3:18])[CH3:17].II.[C:23](#[N:25])C>CCCCCC.C(OCC)(=O)C>[CH2:1]([O:3][N:4]1[C:5]([CH3:13])([CH3:14])[CH2:6][C:7]([C:23]#[N:25])([O:12][Si:16]([CH3:18])([CH3:17])[CH3:15])[CH2:8][C:9]1([CH3:11])[CH3:10])[CH3:2] |f:4.5|. Reported procedure: To a solution of 0.398 g (2 mmol) 1-ethoxy-2,2,6,6-tetramethyl-piperidin-4-one in dry acetonitrile is added 0.297 g (3 mmol) trimethylsilyl cyanide and a catalytic amount of iodine. The solution is stirred at rt over night. The reaction mixture is extracted with ethyl acetate, washed with Na2CO3 solution and brine. The organic layer is separated, dried over Na2SO4, filtered and the solvent is removed under reduced pressure. A yellow oil was obtained and subsequently subjected to flash chromatogr... Starting materials: ClC=1C=C(C=CC1OCC)C(CO)C(F)(F)F (2-(3-chloro-4-ethoxyphenyl)-3,3,3-trifluoropropanol), FC1=CC=C(OC=2C=C(CBr)C=CC2)C=C1 (3-(4-fluorophenoxy)benzyl bromide), HCl ice water, [H-].[Na+] (sodium hydride). Solvent: C1CCOC1 (THF), C1CCOC1 (THF). Yields the product FC1=CC=C(OC=2C=C(COCC(C(F)(F)F)C3=CC(=C(C=C3)OCC)Cl)C=CC2)C=C1 (2-(3-chloro-4-ethoxyphenyl)-3,3,3-trifluoropropyl 3-(4-fluorophenoxy)benzyl ether). Isolated yield 35.6%. Reaction SMILES: [H-].[Na+].[Cl:3][C:4]1[CH:5]=[C:6]([CH:13]([C:16]([F:19])([F:18])[F:17])[CH2:14][OH:15])[CH:7]=[CH:8][C:9]=1[O:10][CH2:11][CH3:12].[F:20][C:21]1[CH:35]=[CH:34][C:24]([O:25][C:26]2[CH:27]=[C:28]([CH:31]=[CH:32][CH:33]=2)[CH2:29]Br)=[CH:23][CH:22]=1>C1COCC1>[F:20][C:21]1[CH:35]=[CH:34][C:24]([O:25][C:26]2[CH:27]=[C:28]([CH:31]=[CH:32][CH:33]=2)[CH2:29][O:15][CH2:14][CH:13]([C:6]2[CH:7]=[CH:8][C:9]([O:10][CH2:11][CH3:12])=[C:4]([Cl:3])[CH:5]=2)[C:16]([F:17])([F:18])[F:19])=[CH:23][CH:22]=1 |f:0.1|. Procedure: Under a nitrogen atmosphere, 60 mg of sodium hydride (60% oil dispersion) was added to 10 ml of dry THF. A solution of 0.41 g of 2-(3-chloro-4-ethoxyphenyl)-3,3,3-trifluoropropanol and 1.43 g of 3-(4-fluorophenoxy)benzyl bromide in 10 ml of dry THF was then added with ice-cooling, and the reaction solution was stirred with ice-cooling for 1 hour and at room temperature for 12 hours. Thereafter, the reaction mixture was poured into dilute HCl-ice water and extracted twice with diethyl ether. The ... Reactants: [Al+3], Cc1cc2c(C3CC3C=NO)cccn2n1, [H-], [H-], [H-], [H-], [Li+], [Na+], [Na+], C1CCOC1, O, O, O, O, O, O, O, O, O, O, O=S(=O)([O-])[O-]. The product is Cc1cc2c(C3CC3CN)cccn2n1. As a reaction SMILES: [Al+3:2].[CH3:7][c:8]1[n:9][n:10]2[c:11]([c:12]([CH:16]3[CH:17]([CH:19]=[N:20][OH:21])[CH2:18]3)[cH:13][cH:14][cH:15]2)[cH:22]1.[H-:1].[H-:4].[H-:5].[H-:6].[Li+:3].[Na+:38].[Na+:39].[O:40]1[CH2:41][CH2:42][CH2:43][CH2:44]1.[OH2:23].[OH2:24].[OH2:25].[OH2:26].[OH2:27].[OH2:28].[OH2:29].[OH2:30].[OH2:31].[OH2:32].[S:33]([O-:34])([O-:35])(=[O:36])=[O:37]>>[CH3:7][c:8]1[n:9][n:10]2[c:11]([c:12]([CH:16]3[CH:17]([CH2:19][NH2:20])[CH2:18]3)[cH:13][cH:14][cH:15]2)[cH:22]1. Starting materials: C(=O)(OC(C)(C)C)N1[C@@H](CCC1)COC=1C=NC(=C(C1)Br)Cl (3-(1-BOC-2-(S)-pyrrolidinylmethoxy)-5-bromo-6-chloro-pyridine), tetrakis(triphenylphophino) palladium, C(=C)[Sn](CCCC)(CCCC)CCCC (Vinyl tributyltin). The solvent is C1(=CC=CC=C1)C (toluene). Run at temperature 90 celsius. The product is C(=O)(OC(C)(C)C)N1[C@@H](CCC1)COC=1C=NC(=C(C1)C=C)Cl (3-(1-BOC-2-(S)-Pyrrolidinylmethoxy)-6-chloro-5-ethenyl-pyridine). The yield is 85.0%. RXN SMILES: [C:1]([N:8]1[CH2:12][CH2:11][CH2:10][C@H:9]1[CH2:13][O:14][C:15]1[CH:16]=[N:17][C:18]([Cl:22])=[C:19](Br)[CH:20]=1)([O:3][C:4]([CH3:7])([CH3:6])[CH3:5])=[O:2].[CH:23]([Sn](CCCC)(CCCC)CCCC)=[CH2:24]>C1(C)C=CC=CC=1>[C:1]([N:8]1[CH2:12][CH2:11][CH2:10][C@H:9]1[CH2:13][O:14][C:15]1[CH:16]=[N:17][C:18]([Cl:22])=[C:19]([CH:23]=[CH2:24])[CH:20]=1)([O:3][C:4]([CH3:7])([CH3:6])[CH3:5])=[O:2]. Procedure: 3-(1-BOC-2-(S)-pyrrolidinylmethoxy)-5-bromo-6-chloro-pyridine from Example 69a (0.95 g, 2.4 mmol) and tetrakis(triphenylphophino) palladium (0.14 g, 0.12 mmol) were dissolved in toluene (50 mL) and degassed with nitrogen gas for 5 min. Vinyl tributyltin (0.78 mL, 2.67 mmol) was added and the mixture was heated to 90° C. for 1 day. The reaction solvent was evaporated and the crude residue was chromatographed (silica gel; hexanes/EtOAc, 4:1) to provide the title compound (0.69 g, 2.04 mmol, 85%). ... The reactants are Cc1ccc(NC(=O)C(O)COCCO[Si](c2ccccc2)(c2ccccc2)C(C)(C)C)nc1, C1CCOC1, Clc1ccccc1-n1ncc2c(Cl)ncnc21, [H-], [Na+], O=C(O)CC(O)(CC(=O)O)C(=O)O. Product: Cc1ccc(NC(=O)C(COCCO[Si](c2ccccc2)(c2ccccc2)C(C)(C)C)Oc2ncnc3c2cnn3-c2ccccc2Cl)nc1. RXN SMILES: [C:3]([CH3:4])([CH3:5])([CH3:6])[Si:7]([O:8][CH2:9][CH2:10][O:11][CH2:12][CH:13]([C:14](=[O:15])[NH:16][c:17]1[n:18][cH:19][c:20]([CH3:23])[cH:21][cH:22]1)[OH:24])([c:25]1[cH:26][cH:27][cH:28][cH:29][cH:30]1)[c:31]1[cH:32][cH:33][cH:34][cH:35][cH:36]1.[CH2:67]1[O:68][CH2:69][CH2:70][CH2:71]1.[Cl:37][c:38]1[c:39]2[c:40]([n:41][cH:42][n:43]1)[n:44](-[c:47]1[c:48]([Cl:53])[cH:49][cH:50][cH:51][cH:52]1)[n:45][cH:46]2.[H-:1].[Na+:2].[OH:54][C:55]([CH2:56][C:57]([C:58](=[O:59])[OH:60])([CH2:61][C:62](=[O:63])[OH:64])[OH:65])=[O:66]>>[C:3]([CH3:4])([CH3:5])([CH3:6])[Si:7]([O:8][CH2:9][CH2:10][O:11][CH2:12][CH:13]([C:14](=[O:15])[NH:16][c:17]1[n:18][cH:19][c:20]([CH3:23])[cH:21][cH:22]1)[O:24][c:38]1[c:39]2[c:40]([n:41][cH:42][n:43]1)[n:44](-[c:47]1[c:48]([Cl:53])[cH:49][cH:50][cH:51][cH:52]1)[n:45][cH:46]2)([c:25]1[cH:26][cH:27][cH:28][cH:29][cH:30]1)[c:31]1[cH:32][cH:33][cH:34][cH:35][cH:36]1. Starting materials: [N+](=O)([O-])C=1SC(=C(C1)Cl)Cl (2-nitro-4,5-dichlorothiophene), C(C)(=O)O (acetic acid), C(C)(=O)OC(C)=O (acetic anhydride), Cl (HCl). Reagents/catalysts: [Fe] (iron). Run in O (water). Reaction conditions: time 8 hour. Yields the product ClC=1C=C(SC1Cl)NC(C)=O (N-(4,5-dichloro-2-thienyl)acetamide). Reaction SMILES: [N+:1]([C:4]1[S:5][C:6]([Cl:10])=[C:7]([Cl:9])[CH:8]=1)([O-])=O.[C:11](O)(=[O:13])[CH3:12].C(OC(=O)C)(=O)C.Cl>[Fe].O>[Cl:9][C:7]1[CH:8]=[C:4]([NH:1][C:11](=[O:13])[CH3:12])[S:5][C:6]=1[Cl:10]. Procedure: To a cooled solution of the above 4,5-dichlorothiophene (13.0 g, 66.0 mmol) are added acetic acid (78 ml) and acetic anhydride (78 ml), followed by iron powder (13.0 g) in portions over 30 min. at such rate that the mixture is kept at 5°-10°. The suspension is stirred at RT overnight, after which it is poured into water, acidified with conc. HCl and cooled in an ice bath for 6 hours. It is then filtered, and the solid is washed with water and dried, dissolved in ether and filtered. Charcoal is a... Starting materials: CC1(C(C2=CC=CC(=C2C1)OC)N1CCCCC1)C (2,2-Dimethyl-1-(1-piperidinyl)-4-methoxyindan), Br (HBr), O (H2O). Solvent: C(C)(=O)O (acetic acid). Yields the product CC1(C(C2=CC=CC(=C2C1)O)N1CCCCC1)C (2,2-Dimethyl-4-hydroxy-1-(1-piperidinyl)indan). As a reaction SMILES: [CH3:1][C:2]1([CH3:19])[CH2:10][C:9]2[C:4](=[CH:5][CH:6]=[CH:7][C:8]=2[O:11]C)[CH:3]1[N:13]1[CH2:18][CH2:17][CH2:16][CH2:15][CH2:14]1.Br.O>C(O)(=O)C>[CH3:1][C:2]1([CH3:19])[CH2:10][C:9]2[C:4](=[CH:5][CH:6]=[CH:7][C:8]=2[OH:11])[CH:3]1[N:13]1[CH2:18][CH2:17][CH2:16][CH2:15][CH2:14]1. Procedure: A mixture of the 4-methoxy compound from Step 3. above (5 g) and 48% aq. HBr (50 ml) in glacial acetic acid (50 ml) is refluxed for three hours. The mixture is poured into H2O, the pH adjusted to 8-10 and extracted with methylene chloride. The organic extract is washed with sat'd NaCl, dried, filtered, evaporated and the residue chromatographed (silica gel, hexane/ether) affording the desired product as a green solid. The reactants are C(C)N1C2=CC=C(C=C2C=2C=C(C=CC12)NC(C)=O)C=O (N-(9-Ethyl-6-formyl-9H-carbazol-3-yl)-acetamide), [BH4-].[Na+] (NaBH4). Solvent: CCO (EtOH). Conditions: time 90 minute. Product: C(C)N1C2=CC=C(C=C2C=2C=C(C=CC12)NC(C)=O)CO (N-(9-Ethyl-6-hydroxymethyl-9H-carbazol-3-yl)-acetamide). Isolated yield 66.1%. RXN SMILES: [CH2:1]([N:3]1[C:15]2[CH:14]=[CH:13][C:12]([NH:16][C:17](=[O:19])[CH3:18])=[CH:11][C:10]=2[C:9]2[C:4]1=[CH:5][CH:6]=[C:7]([CH:20]=[O:21])[CH:8]=2)[CH3:2].[BH4-].[Na+]>CCO>[CH2:1]([N:3]1[C:15]2[CH:14]=[CH:13][C:12]([NH:16][C:17](=[O:19])[CH3:18])=[CH:11][C:10]=2[C:9]2[C:4]1=[CH:5][CH:6]=[C:7]([CH2:20][OH:21])[CH:8]=2)[CH3:2] |f:1.2|. Procedure details: To a solution of N-(9-Ethyl-6-formyl-9H-carbazol-3-yl)-acetamide (50 mg, 0.150 mmol) in EtOH (5 ml) at 0° C. was added NaBH4 (8.5 mg, 0.225 mmol), and after 10 minutes the cooling bath was removed. After 1 hour additional NaBH4 (2 mg) was added, and after stirring 90 minutes water was added, the EtOH removed in vacuo, and the aqueous layer extracted with CH2Cl2. The organic layer was dried (Na2SO4) and concentrated to afford the crude product. Chromatographic purification (silica, 50% EtOAc/Hex)... Reactants: C1(=CC(=CC(=C1)C(=O)[O-])C(=O)OCC)C(=O)OCC (diethyl 1,3,5-benzene tricarboxylate), ON1N=NC2=C1C=CC=C2 (1-hydroxybenzotriazole), Cl.CN(CCCN=C=NCC)C (1-(3-dimethylaminopropyl)-3-ethylcarbodiimide hydrochloride), CNCCC (N-methylpropylamine). The solvent is ClCCl (dichloromethane), ClCCl (dichloromethane). Product: C(C)OC(C1=CC(C(=O)OCC)=CC(=C1)C(N(CCC)C)=O)=O (5-(Methyl-propylcarbamoyl)-isophthalic acid diethyl ester). The yield is 67.7%. RXN SMILES: [C:1]1([C:15]([O:17][CH2:18][CH3:19])=[O:16])[CH:6]=[C:5]([C:7]([O-:9])=O)[CH:4]=[C:3]([C:10]([O:12][CH2:13][CH3:14])=[O:11])[CH:2]=1.ON1C2C=CC=CC=2N=N1.Cl.[CH3:31][N:32](C)[CH2:33][CH2:34][CH2:35]N=C=NCC.CNCCC>ClCCl>[CH2:13]([O:12][C:10](=[O:11])[C:3]1[CH:4]=[C:5]([C:7](=[O:9])[N:32]([CH3:31])[CH2:33][CH2:34][CH3:35])[CH:6]=[C:1]([C:15]([O:17][CH2:18][CH3:19])=[O:16])[CH:2]=1)[CH3:14] |f:2.3|. Procedure: Stir a solution of diethyl 1,3,5-benzene tricarboxylate (2.47 g, 9.28 mmol), 1-hydroxybenzotriazole (1.38 g, 10.2 mmol), 1-(3-dimethylaminopropyl)-3-ethylcarbodiimide hydrochloride (EDCl) (1.96 g, 10.2 mmol), N-methylpropylamine (1.04 mL, 10.2 mmol) in dichloromethane (50 mL) at room temperature overnight. Dilute with dichloromethane (300 mL) and extract the solution with 0.1 N citric acid (2×50 mL), saturated aqueous sodium bicarbonate (50 mL), and saturated aqueous sodium chloride (50 mL). Dry...